This data is from the Open Reaction Database (ORD), a public repository of structured organic reaction records. The task is: describe an organic reaction: reactants, conditions, products, and yield Starting materials: C1CCOC1, CCOC(=O)CCCCCCn1ccc(-c2ccccc2O)n1, [H-], CI, [Na+]. Product: CCOC(=O)CCCCCCn1ccc(-c2ccccc2OC)n1. Reaction SMILES: [CH2:28]1[O:29][CH2:30][CH2:31][CH2:32]1.[CH2:3]([CH3:4])[O:5][C:6]([CH2:7][CH2:8][CH2:9][CH2:10][CH2:11][CH2:12][n:13]1[n:14][c:15](-[c:18]2[c:19]([OH:24])[cH:20][cH:21][cH:22][cH:23]2)[cH:16][cH:17]1)=[O:25].[H-:1].[I:26][CH3:27].[Na+:2]>>[CH2:3]([CH3:4])[O:5][C:6]([CH2:7][CH2:8][CH2:9][CH2:10][CH2:11][CH2:12][n:13]1[n:14][c:15](-[c:18]2[c:19]([O:24][CH3:27])[cH:20][cH:21][cH:22][cH:23]2)[cH:16][cH:17]1)=[O:25]. The reactants are S1C(=NC=C1)C1=CC=C(C=C1)NN ((4-thiazol-2-ylphenyl)hydrazine), CC=1C=C(C=C(C1)C)C=1NC2=CC=C(C=C2C1CCNCCCCC1=CC=C(C=C1)NS(=O)(=O)C)C(=O)N1CCOCC1 (N-[4-[4-[2-[2-(3,5-dimethylphenyl)-5-(morpholine-4-carbonyl)-1H-indol-3yl]ethylamino]butyl]phenyl]-methanesulfonamide). Yields the product CC=1C=C(C=C(C1)C)C=1NC2=CC=C(C=C2C1CCN)C=1SC=CN1 (2-[2-(3,5-dimethylphenyl)-5-thiazol-2-yl-1H-indol-3-yl]ethylamine). Yield: 14.0%. RXN SMILES: [S:1]1[CH:5]=[CH:4][N:3]=[C:2]1[C:6]1[CH:11]=[CH:10][C:9]([NH:12]N)=[CH:8][CH:7]=1.[CH3:14][C:15]1[CH:16]=[C:17]([C:22]2[NH:23][C:24]3[C:29]([C:30]=2CCNCCCCC2C=CC(NS(C)(=O)=O)=CC=2)=CC(C(N2CCOCC2)=O)=CC=3)[CH:18]=[C:19]([CH3:21])[CH:20]=1>>[CH3:14][C:15]1[CH:16]=[C:17]([C:22]2[NH:12][C:9]3[C:10]([C:30]=2[CH2:29][CH2:24][NH2:23])=[CH:11][C:6]([C:2]2[S:1][CH:5]=[CH:4][N:3]=2)=[CH:7][CH:8]=3)[CH:18]=[C:19]([CH3:21])[CH:20]=1. Reported procedure: Reaction of (4-thiazol-2-ylphenyl)hydrazine and 3-chloropropyl 3,5-dimethylphenyl ketone (EXAMPLE 4) was carried out according to the procedure of Example 7.1, Step D to give a 14% yield of the title compound as a yellow, stiff foam, mp 98.5°-100.5° C.; homogeneous by TLC in 95:5 CH2Cl2-MeOH. 500 MHz 1H NMR (CDCl3) was consistent with the assigned structure. Mass spectrum (PB-NH3/CI): m/e=348.2 (M+H).